This data is from the Open Reaction Database (ORD), a public repository of structured organic reaction records. The task is: describe an organic reaction: reactants, conditions, products, and yield Reactants: CCOC(=O)CN(C(=O)OC(C)(C)C)C(Cc1ccc(OC)cc1)C(=O)OCc1ccccc1, CO. Product: CCOC(=O)CN(C(=O)OC(C)(C)C)C(Cc1ccc(OC)cc1)C(=O)O. Reaction SMILES: [CH2:1]([c:2]1[cH:3][cH:4][cH:5][cH:6][cH:7]1)[O:8][C:9]([CH:10]([CH2:11][c:12]1[cH:13][cH:14][c:15]([O:18][CH3:19])[cH:16][cH:17]1)[N:20]([C:21](=[O:22])[O:23][C:24]([CH3:25])([CH3:26])[CH3:27])[CH2:28][C:29](=[O:30])[O:31][CH2:32][CH3:33])=[O:34].[CH3:35][OH:36]>>[O:8]=[C:9]([CH:10]([CH2:11][c:12]1[cH:13][cH:14][c:15]([O:18][CH3:19])[cH:16][cH:17]1)[N:20]([C:21](=[O:22])[O:23][C:24]([CH3:25])([CH3:26])[CH3:27])[CH2:28][C:29](=[O:30])[O:31][CH2:32][CH3:33])[OH:34].